Dataset: the Open Reaction Database (ORD), a public repository of structured organic reaction records. Task: describe an organic reaction: reactants, conditions, products, and yield Reactants: ethyl ester, COC1=CC=C(C=C1)CCCC=1N=C(NC1)C(=O)O (4-[3-(4-Methoxyphenyl)propyl]imidazole-2-carboxylic acid), B(Br)(Br)Br (boron tribromide). Run in ClCCl (dichloromethane). Conditions: temperature 25 celsius, time 15 minute. The product is OC1=CC=C(C=C1)CCCC=1N=C(NC1)C(=O)O (4-[3-(4-Hydroxyphenyl)propyl]imidazole-2-carboxylic acid). Yield: 71.1%. RXN SMILES: C[O:2][C:3]1[CH:8]=[CH:7][C:6]([CH2:9][CH2:10][CH2:11][C:12]2[N:13]=[C:14]([C:17]([OH:19])=[O:18])[NH:15][CH:16]=2)=[CH:5][CH:4]=1.B(Br)(Br)Br>ClCCl>[OH:2][C:3]1[CH:8]=[CH:7][C:6]([CH2:9][CH2:10][CH2:11][C:12]2[N:13]=[C:14]([C:17]([OH:19])=[O:18])[NH:15][CH:16]=2)=[CH:5][CH:4]=1. Procedure details: A solution of the ethyl ester of 13e (1.15 g, 4.0 mmol) in dry dichloromethane (50 ml) was treated with boron tribromide (16 ml, 1.0M solution in CH2Cl2, 16.0 mmol) at 0° C. After 15 min at 0° C., the mixture was warmed to 25° C. and stirred for 16 h. The reaction mixture was cooled in an ice bath and quenched with a dropwise addition of water (20 ml). The resulting mixture was briefly stirred at 25° C. then filtered. The filtrate was carefully neutralised by the addition of solid NaHCO3 to affo...